This data is from the Open Reaction Database (ORD), a public repository of structured organic reaction records. The task is: describe an organic reaction: reactants, conditions, products, and yield The reactants are CC(NC(=O)OCc1ccccc1)c1nc2cnccn2c1-c1ccccn1, CSC, O=C(O)C(F)(F)F. Yields the product CC(N)c1nc2cnccn2c1-c1ccccn1. RXN SMILES: [CH2:1]([O:2][C:3](=[O:4])[NH:10][CH:11]([CH3:12])[c:13]1[n:14][c:15]2[n:16]([cH:17][cH:18][n:19][cH:20]2)[c:21]1-[c:22]1[n:23][cH:24][cH:25][cH:26][cH:27]1)[c:5]1[cH:6][cH:7][cH:8][cH:9][cH:28]1.[CH3:29][S:30][CH3:31].[F:32][C:33]([F:34])([F:35])[C:36]([OH:37])=[O:38]>>[NH2:10][CH:11]([CH3:12])[c:13]1[n:14][c:15]2[n:16]([cH:17][cH:18][n:19][cH:20]2)[c:21]1-[c:22]1[n:23][cH:24][cH:25][cH:26][cH:27]1. The reactants are O=C=Nc1c(F)cc(Cl)cc1Br, C1CCOC1, ClCCl, CC(C)(C)OC(=O)N1CCC(N)CC1. Product: CC(C)(C)OC(=O)N1CCC(NC(=O)Nc2c(F)cc(Cl)cc2Br)CC1. As a reaction SMILES: [Br:1][c:2]1[c:3]([N:10]=[C:11]=[O:12])[c:4]([F:9])[cH:5][c:6]([Cl:8])[cH:7]1.[CH2:30]1[O:31][CH2:32][CH2:33][CH2:34]1.[Cl:27][CH2:28][Cl:29].[NH2:13][CH:14]1[CH2:15][CH2:16][N:17]([C:20](=[O:21])[O:22][C:23]([CH3:24])([CH3:25])[CH3:26])[CH2:18][CH2:19]1>>[Br:1][c:2]1[c:3]([NH:10][C:11](=[O:12])[NH:13][CH:14]2[CH2:15][CH2:16][N:17]([C:20](=[O:21])[O:22][C:23]([CH3:24])([CH3:25])[CH3:26])[CH2:18][CH2:19]2)[c:4]([F:9])[cH:5][c:6]([Cl:8])[cH:7]1. Conditions: time 30 minute. Starting materials: ClC1=CC=C(C=C1)C1=C(C(=CC=C1)OCCN(C)C)CN1CCN(CC1)C(=O)OC(C)(C)C (tert-butyl 4-((4′-chloro-3-(2-(dimethylamino)ethoxy)biphenyl-2-yl)methyl)piperazine-1-carboxylate), FC(C(=O)O)(F)F (trifluroacetic acid). As a reaction SMILES: [Cl:1][C:2]1[CH:7]=[CH:6][C:5]([C:8]2[CH:13]=[CH:12][CH:11]=[C:10]([O:14][CH2:15][CH2:16][N:17]([CH3:19])[CH3:18])[C:9]=2[CH2:20][N:21]2[CH2:26][CH2:25][N:24](C(OC(C)(C)C)=O)[CH2:23][CH2:22]2)=[CH:4][CH:3]=1.[F:34][C:35]([F:40])([F:39])[C:36]([OH:38])=[O:37]>ClCCl>[Cl:1][C:2]1[CH:7]=[CH:6][C:5]([C:8]2[CH:13]=[CH:12][CH:11]=[C:10]([O:14][CH2:15][CH2:16][N:17]([CH3:19])[CH3:18])[C:9]=2[CH2:20][N:21]2[CH2:22][CH2:23][NH:24][CH2:25][CH2:26]2)=[CH:4][CH:3]=1.[F:34][C:35]([F:40])([F:39])[C:36]([OH:38])=[O:37]. Product: ClC1=CC=C(C=C1)C1=C(C(=CC=C1)OCCN(C)C)CN1CCNCC1 (2-(4′-chloro-2-(piperazin-1-ylmethyl)biphenyl-3-yloxy)-N,N-dimethylethanamine), FC(C(=O)O)(F)F (trifluroacetic acid). Solvent: ClCCl (dichloromethane). Procedure details: To a mixture of EXAMPLE 199B (2 g) in dichloromethane (10 ml) was added trifluroacetic acid (10 ml) at 0° C. The reaction mixture was stirred at room temperature for 30 minutes and concentrated. The residue was loaded onto a C18 column, and eluted with 0-50% 0.1% trifluroacetic acid/water in acetonitrile. The title compound was obtained as a trifluroacetic acid salt. Starting materials: ClC1=NC=C(C(=C1)N[C@H]1CC[C@H](CC1)C(=O)NC(C)C)[N+](=O)[O-] (cis-4-(2-chloro-5-nitropyridin-4-ylamino)-N-isopropylcyclohexanecarboxamide), N1CCS(CC1)(=O)=O (thiomorpholine-1,1-dioxide). Solvent: CC(C)O (2-propanol). Product: C(C)(C)NC(=O)[C@@H]1CC[C@@H](CC1)NC1=CC(=NC=C1[N+](=O)[O-])N1CCS(CC1)(=O)=O (cis-N-isopropyl-4-(5-nitro-2-(1,1-dioxido-4-thiomorpholinyl)pyridin-4-ylamino)cyclohexanecarboxamide). The yield is 87.0%. RXN SMILES: Cl[C:2]1[CH:7]=[C:6]([NH:8][C@@H:9]2[CH2:14][CH2:13][C@H:12]([C:15]([NH:17][CH:18]([CH3:20])[CH3:19])=[O:16])[CH2:11][CH2:10]2)[C:5]([N+:21]([O-:23])=[O:22])=[CH:4][N:3]=1.[NH:24]1[CH2:29][CH2:28][S:27](=[O:31])(=[O:30])[CH2:26][CH2:25]1>CC(O)C>[CH:18]([NH:17][C:15]([C@H:12]1[CH2:13][CH2:14][C@@H:9]([NH:8][C:6]2[C:5]([N+:21]([O-:23])=[O:22])=[CH:4][N:3]=[C:2]([N:24]3[CH2:29][CH2:28][S:27](=[O:31])(=[O:30])[CH2:26][CH2:25]3)[CH:7]=2)[CH2:10][CH2:11]1)=[O:16])([CH3:20])[CH3:19]. Procedure details: A suspension of cis-4-(2-chloro-5-nitropyridin-4-ylamino)-N-isopropylcyclohexanecarboxamide (100 mg, 0.293 mmol) and thiomorpholine-1,1-dioxide (198 mg, 1.467 mmol) in 2-propanol (1 mL) was irradiated in the microwave for 90 minutes at 170° C. The reaction mixture was concentrated, adsorbed onto a plug of silica gel, and purified by column chromatography, eluting with 0-100% EtOAc in DCM, to provide cis-N-isopropyl-4-(5-nitro-2-(1,1-dioxido-4-thiomorpholinyl)pyridin-4-ylamino)cyclohexanecarboxam... The reactants are CC=1NC2=CC=C(C(=C2C1)C(F)(F)F)C#N (2-methyl-4-(trifluoromethyl)-1H-indole-5-carbonitrile), BrCCOC1=CC=C(C=C1)NC(C)=O (N-{4-[(2-bromoethyl)oxy]phenyl}acetamide). Product: C(#N)C=1C(=C2C=C(N(C2=CC1)CCOC1=CC=C(C=C1)NC(C)=O)C)C(F)(F)F (N-[4-({2-[5-Cyano-2-methyl-4-(trifluoromethyl)-1H-indol-1-yl]ethyl}oxy)phenyl]acetamide). RXN SMILES: [CH3:1][C:2]1[NH:3][C:4]2[C:9]([CH:10]=1)=[C:8]([C:11]([F:14])([F:13])[F:12])[C:7]([C:15]#[N:16])=[CH:6][CH:5]=2.Br[CH2:18][CH2:19][O:20][C:21]1[CH:26]=[CH:25][C:24]([NH:27][C:28](=[O:30])[CH3:29])=[CH:23][CH:22]=1>>[C:15]([C:7]1[C:8]([C:11]([F:12])([F:14])[F:13])=[C:9]2[C:4](=[CH:5][CH:6]=1)[N:3]([CH2:18][CH2:19][O:20][C:21]1[CH:26]=[CH:25][C:24]([NH:27][C:28](=[O:30])[CH3:29])=[CH:23][CH:22]=1)[C:2]([CH3:1])=[CH:10]2)#[N:16]. Procedure details: Synthesized as described in Example 4 using 2-methyl-4-(trifluoromethyl)-1H-indole-5-carbonitrile and N-{4-[(2-bromoethyl)oxy]phenyl}acetamide: 1H NMR (400 MHz, DMSO-d6) δ 9.72 (s, 1H), 8.00 (d, J=8.6 Hz, 1H), 7.69 (d, J=8.6 Hz, 1H), 7.39 (d, J=9.0 Hz, 2H), 6.72 (d, J=9.0 Hz, 2H), 6.55 (s, 1H), 4.65 (t, J=5.0 Hz, 2H), 4.21 (t, J=5.0 Hz, 2H), 2.55 (s, 3H), 1.95 (s, 3H); MS (ES) m/z 402 (M+1).